From a dataset of the Open Reaction Database (ORD), a public repository of structured organic reaction records. describe an organic reaction: reactants, conditions, products, and yield The reactants are O=C([O-])[O-], CCC(C)=O, [K+], [K+], CCOP(=O)(CC1CO1)OCC, c1nc[nH]n1. The product is CCOP(=O)(CC(O)Cn1cncn1)OCC. As a reaction SMILES: [C:18](=[O:19])([O-:20])[O-:21].[CH2:24]([C:25]([CH3:26])=[O:27])[CH3:28].[K+:22].[K+:23].[O:1]1[CH:2]([CH2:3][P:4]([O:5][CH2:6][CH3:7])([O:8][CH2:9][CH3:10])=[O:11])[CH2:12]1.[nH:13]1[n:14][cH:15][n:16][cH:17]1>>[OH:1][CH:2]([CH2:3][P:4]([O:5][CH2:6][CH3:7])([O:8][CH2:9][CH3:10])=[O:11])[CH2:12][n:13]1[n:14][cH:15][n:16][cH:17]1. Reactants: FC1(CCC(CC1)C1=CC2=C(N=C(N=C2CNC(COC)(C)C)C)S1)F (N-{[6-(4,4-difluorocyclohexyl)-2-methylthieno[2,3-d]pyrimidin-4-yl]methyl}-1-methoxy-2-methylpropan-2-amine), N1(N=NC2=C1C=CC=C2)CO (1H-benzotriazole-1-methanol), ClCCCl (DCE), [BH-](OC(=O)C)(OC(=O)C)OC(=O)C.[Na+] (NaBH(OAc)3). Run in O (water). Conditions: time 4 hour. Yields the product FC1(CCC(CC1)C1=CC2=C(N=C(N=C2CN(C(COC)(C)C)C)C)S1)F (N-{[6-(4,4-difluorocyclohexyl)-2-methylthieno[2,3-d]pyrimidin-4-yl]methyl}-1-methoxy-N,2-dimethylpropan-2-amine). Isolated yield 81.6%. Reaction SMILES: [F:1][C:2]1([F:26])[CH2:7][CH2:6][CH:5]([C:8]2[S:25][C:11]3[N:12]=[C:13]([CH3:24])[N:14]=[C:15]([CH2:16][NH:17][C:18]([CH3:23])([CH3:22])[CH2:19][O:20][CH3:21])[C:10]=3[CH:9]=2)[CH2:4][CH2:3]1.N1(CO)C2C=CC=C[C:30]=2N=N1.ClCCCl.[BH-](OC(C)=O)(OC(C)=O)OC(C)=O.[Na+]>O>[F:26][C:2]1([F:1])[CH2:7][CH2:6][CH:5]([C:8]2[S:25][C:11]3[N:12]=[C:13]([CH3:24])[N:14]=[C:15]([CH2:16][N:17]([CH3:30])[C:18]([CH3:23])([CH3:22])[CH2:19][O:20][CH3:21])[C:10]=3[CH:9]=2)[CH2:4][CH2:3]1 |f:3.4|. Procedure: To a mixture of N-{[6-(4,4-difluorocyclohexyl)-2-methylthieno[2,3-d]pyrimidin-4-yl]methyl}-1-methoxy-2-methylpropan-2-amine (110 mg), 1H-benzotriazole-1-methanol (86 mg), and DCE was added NaBH(OAc)3 (182 mg), followed by stirring at room temperature for 4 hours. To the reaction mixture was added water, followed by extraction with EtOAc. The organic layer was washed with brine, dried over Na2SO4, and then concentrated under reduced pressure. The residue was purified by basic silica gel column (h... The solvent is CC(=O)C (acetone). Run at time 30 minute. Isolated yield 49.3%. Reaction SMILES: [CH3:1][C:2]1[C:3](/[C:16](/[CH3:34])=[CH:17]/[C:18]2[N:19]=[C:20]([C:29]([O:31][CH2:32][CH3:33])=[O:30])[N:21](S(=O)(=O)N(C)C)[CH:22]=2)=[CH:4][C:5]2[C:6]([CH3:15])([CH3:14])[CH2:7][CH2:8][C:9]([CH3:13])([CH3:12])[C:10]=2[CH:11]=1.CI.[C:37]([O-])([O-])=O.[K+].[K+]>CC(C)=O>[CH3:1][C:2]1[C:3](/[C:16](/[CH3:34])=[CH:17]/[C:18]2[N:19]=[C:20]([C:29]([O:31][CH2:32][CH3:33])=[O:30])[N:21]([CH3:37])[CH:22]=2)=[CH:4][C:5]2[C:6]([CH3:14])([CH3:15])[CH2:7][CH2:8][C:9]([CH3:12])([CH3:13])[C:10]=2[CH:11]=1 |f:2.3.4|. The product is CC=1C(=CC=2C(CCC(C2C1)(C)C)(C)C)/C(=C/C=1N=C(N(C1)C)C(=O)OCC)/C (Ethyl (E)-4-[2-(5,6,7,8-tetrahydro-3,5,5,8,8-pentamethylnaphthalen-2-yl)propen-1-yl]-1-methyl-2-imidazolecarboxylate). Starting materials: CC=1C(=CC=2C(CCC(C2C1)(C)C)(C)C)/C(=C/C=1N=C(N(C1)S(N(C)C)(=O)=O)C(=O)OCC)/C (ethyl (E)-4-[2-(5,6,7,8-tetrahydro- 3,5,5,8,8-pentamethylnaphthalen-2-yl)propen-1-yl]-1-(N,N-dimethylsulfamoyl)-2-imidazolecarboxylate), CC=1C(=CC=2C(CCC(C2C1)(C)C)(C)C)/C(=C/C=1N=C(N(C1)S(N(C)C)(=O)=O)C(=O)OCC)/C (ethyl (E)-4-[2-(5,6,7,8-tetrahydro- 3,5,5,8,8-pentamethylnaphthalen-2-yl)propen-1-yl]-1-(N,N-dimethylsulfamoyl)-2-imidazolecarboxylate), CI (methyl iodide), C(=O)([O-])[O-].[K+].[K+] (K2CO3). Procedure: Ethyl (E)-4-[2-(5,6,7,8 -tetrahydro-3,5,5,8,8-pentamethylnaphthalen-2-yl)propen-1-yl]-1-N,N-dimethylsulfamoyl-2-imidazolecarboxylate (Compound 4, 70 mg, 0.18 mmol) was dissolved in acetone (10 mL) at room temperature and treated with methyl iodide (0.5 mL) and K2CO3 (350 mg). The suspension was stirred for 30 min, filtered through Celite and concentrated under reduced pressure. The residue was treated with water (5 mL) and the organic material was extracted with ethyl acetate, washed with brine,...